This data is from the Open Reaction Database (ORD), a public repository of structured organic reaction records. The task is: describe an organic reaction: reactants, conditions, products, and yield Reactants: C1CCC(CC1)N=C=NC2CCCCC2 (DCC), C=1C=CC2=C(C1)N=NN2O (HOBT), N12C[C@@H](C(CC1)CC2)O ((R)-quinuclidin-3-ol), Cl.C1(=CC=CC=C1)C(C(=O)O)N1CCCCC1 (2-Phenyl-2-(piperidin-1-yl)acetic acid hydrochloride). The solvent is C1CCOC1 (THF). Yields the product C1(=CC=CC=C1)C(C(=O)O[C@H]1CN2CCC1CC2)N2CCCCC2 ((R)-quinuclidin-3-yl 2-phenyl-2-(piperidin-1-yl)acetate). The yield is 3.6%. As a reaction SMILES: Cl.[C:2]1([CH:8]([N:12]2[CH2:17][CH2:16][CH2:15][CH2:14][CH2:13]2)[C:9]([OH:11])=[O:10])[CH:7]=[CH:6][CH:5]=[CH:4][CH:3]=1.C1CCC(N=C=NC2CCCCC2)CC1.C1C=CC2N(O)N=NC=2C=1.[N:43]12[CH2:50][CH2:49][CH:46]([CH2:47][CH2:48]1)[C@@H:45](O)[CH2:44]2>C1COCC1>[C:2]1([CH:8]([N:12]2[CH2:17][CH2:16][CH2:15][CH2:14][CH2:13]2)[C:9]([O:11][C@@H:45]2[CH:46]3[CH2:49][CH2:50][N:43]([CH2:48][CH2:47]3)[CH2:44]2)=[O:10])[CH:3]=[CH:4][CH:5]=[CH:6][CH:7]=1 |f:0.1|. Procedure: 2-Phenyl-2-(piperidin-1-yl)acetic acid hydrochloride (0.87 g, 3.40 mmol) was suspended in dry THF (34.0 ml) and, while stirring at room temperature, DCC (1.40 g, 6.80 mmol), HOBT (1.04 g, 6.80 mmol) and (R)-quinuclidin-3-ol (1.30 g, 10.21 mmol) were sequentially added. The white suspension was stirred at the same temperature overnight (UPLC-MS: complete conversion). THF was evaporated and the residue was taken up with EtOAc (30 ml) and washed with water (20 ml) and then with a sat. NaHCO3 (20 ml... Reactants: C(C1=CC=CC=C1)N1CC(N(CC1)C1=C(C=CC(=C1)Cl)[N+](=O)[O-])CC(=O)OC (methyl 2-(4-benzyl-1-(5-chloro-2-nitrophenyl)piperazin-2-yl)acetate). Reagents/catalysts: [Fe] (iron). Run in C(C)(=O)O (acetic acid). Conditions: temperature 85 celsius. The product is C(C1=CC=CC=C1)N1CC2N(C3=C(NC(C2)=O)C=CC(=C3)Cl)CC1 (3-benzyl-10-chloro-1,2,3,4,4a,5-hexahydropyrazino[1,2-a][1,5]benzodiazepin-6(7H)-one). RXN SMILES: [CH2:1]([N:8]1[CH2:13][CH2:12][N:11]([C:14]2[CH:19]=[C:18]([Cl:20])[CH:17]=[CH:16][C:15]=2[N+:21]([O-])=O)[CH:10]([CH2:24][C:25](OC)=[O:26])[CH2:9]1)[C:2]1[CH:7]=[CH:6][CH:5]=[CH:4][CH:3]=1>[Fe].C(O)(=O)C>[CH2:1]([N:8]1[CH2:13][CH2:12][N:11]2[C:14]3[CH:19]=[C:18]([Cl:20])[CH:17]=[CH:16][C:15]=3[NH:21][C:25](=[O:26])[CH2:24][CH:10]2[CH2:9]1)[C:2]1[CH:7]=[CH:6][CH:5]=[CH:4][CH:3]=1. Procedure details: A round bottom flask was charged with methyl 2-(4-benzyl-1-(5-chloro-2-nitrophenyl)piperazin-2-yl)acetate (Example 24A, 19.4 g, 48.0 mmol) and iron (8.05 g, 144 mmol) followed by acetic acid (70 mL). The solution was heated at 85° C. for 2 hours. The solution was concentrated onto silica gel, and eluted through a silica column (0-10% methanol/dichloromethane). The product was then concentrated and redissolved in dichloromethane. Addition of sodium hydroxide (1 M) caused the title compound to pre... Starting materials: COC(C1=CC(=C(C=C1)CC1=CNC2=CC=C(C=C12)C(=O)OCC1=CC=CC=C1)OC)=O (4-[5-benzoxycarbonyl-1H-indol-3-ylmethyl]-3-methoxy-benzoic acid methylester). The reagents and catalysts are [Pd] (palladium on carbon). The solvent is CN(C=O)C (dimethylformamide), C(=O)O (formic acid). Run at time 1.5 hour. Product: COC1=C(CC2=CNC3=CC=C(C=C23)C(=O)O)C=CC(=C1)C(=O)OC (3-(2-methoxy-4-methoxycarbonyl-benzyl)-1H-indole-5-carboxylic acid). The yield is 72.0%. RXN SMILES: [CH3:1][O:2][C:3](=[O:32])[C:4]1[CH:9]=[CH:8][C:7]([CH2:10][C:11]2[C:19]3[C:14](=[CH:15][CH:16]=[C:17]([C:20]([O:22]CC4C=CC=CC=4)=[O:21])[CH:18]=3)[NH:13][CH:12]=2)=[C:6]([O:30][CH3:31])[CH:5]=1>CN(C)C=O.C(O)=O.[Pd]>[CH3:31][O:30][C:6]1[CH:5]=[C:4]([C:3]([O:2][CH3:1])=[O:32])[CH:9]=[CH:8][C:7]=1[CH2:10][C:11]1[C:19]2[C:14](=[CH:15][CH:16]=[C:17]([C:20]([OH:22])=[O:21])[CH:18]=2)[NH:13][CH:12]=1. Procedure details: To a solution of 4-[5-benzoxycarbonyl-1H-indol-3-ylmethyl]-3-methoxy-benzoic acid methylester (3.46 grams, 8.06 mmol) in dimethylformamide (40 mL) and formic acid (2 mL) was added 10% palladium on carbon (1.5 grams). The resulting mixture was hydrogenated at 30 psi for 1.5 hours. The mixture was filtered through celite and the filtrate diluted with ethyl acetate. This solution was washed several times with 1 M hydrochloric acid (aq). The organics were then dried over magnesium sulfate and concen... Yields the product C1(=CC(=CC=C1)N1CCN(CC1)CCC1=C(N=C2N(C1=O)C=CC=C2C)C)C (3-[2-(4-m-Tolyl-1-piperazinyl)ethyl]-2,9-dimethyl-4H-pyrido[1,2-a]pyrimidin-4-one). Reaction SMILES: [CH3:1][C:2]1[C:3]([NH2:8])=[N:4][CH:5]=[CH:6][CH:7]=1.[C:9]1([CH3:32])[CH:14]=[CH:13][CH:12]=[C:11]([N:15]2[CH2:20][CH2:19][N:18]([CH2:21][CH2:22][CH:23]([C:29]([CH3:31])=O)[C:24](OCC)=[O:25])[CH2:17][CH2:16]2)[CH:10]=1.[OH-].[Na+]>O>[C:9]1([CH3:32])[CH:14]=[CH:13][CH:12]=[C:11]([N:15]2[CH2:16][CH2:17][N:18]([CH2:21][CH2:22][C:23]3[C:24](=[O:25])[N:4]4[CH:5]=[CH:6][CH:7]=[C:2]([CH3:1])[C:3]4=[N:8][C:29]=3[CH3:31])[CH2:19][CH2:20]2)[CH:10]=1 |f:2.3|. Procedure details: A mixture of 0.19 g of 3-methyl-2-aminopyridine, 1 g of ethyl 2-[2-(4-m-tolyl-1-piperazinyl)ethyl]acetoacetate and 1.17 g of polyphosphoric acid was heated at 120° - 130°C for 2 hours. After completion of the reaction, water was added to the reaction mixture. The resulting mixture was made basic by addition of an aqueous sodium hydroxide solution and then extracted with ethyl acetate. After evaporation of the solvent from the extract, the remaining residue was washed with isopropyl alcohol and r... Isolated yield 15.1%. The solvent is O (water). Reactants: CC=1C(=NC=CC1)N (3-methyl-2-aminopyridine), C1(=CC(=CC=C1)N1CCN(CC1)CCC(C(=O)OCC)C(=O)C)C (ethyl 2-[2-(4-m-tolyl-1-piperazinyl)ethyl]acetoacetate), polyphosphoric acid, [OH-].[Na+] (sodium hydroxide). The solvent is C1=CC=CC=C1 (benzene), C1=CC=CC=C1 (benzene), C1=CC=CC=C1 (benzene). The reactants are C1(CCCCCN1)=O (ε-caprolactam), ClCC(=O)O (chloroacetic acid). Product: ClCC(=O)O.C1(CCCCCN1)=O (Caprolactam Chloroacetate). Procedure: To a 100 ml flask containing 11.32 g of ε-caprolactam (0.1 mol), 30 ml benzene was added and stirred for dissolution. Then 9.45 g of chloroacetic acid (0.1 mol) in 20 ml benzene was added dropwise into the flask over 20 min at room temperature. Then the reaction was stirred for another 7 hours. Desired product was formed after benzene was removed under reduced pressure and dried at 110° C. under 1–5 mmHg for 1 hour. The yellowish, moisture- and water-stable liquid of caprolactam chloroacetate wa... As a reaction SMILES: [C:1]1(=[O:8])[NH:7][CH2:6][CH2:5][CH2:4][CH2:3][CH2:2]1.[Cl:9][CH2:10][C:11]([OH:13])=[O:12]>C1C=CC=CC=1>[Cl:9][CH2:10][C:11]([OH:13])=[O:12].[C:1]1(=[O:8])[NH:7][CH2:6][CH2:5][CH2:4][CH2:3][CH2:2]1 |f:3.4|. Procedure: In a similar manner to that of Example 1(e), by reaction of 2.10 g (6.55 mmol) of 2-(2-iodovinyl)-3'-methylbiphenyl obtained in Example 21(b) with 1.05 g (6.55 mmol) of methyl 4-ethynylbenzoate, 520 mg (22%) of the expected compound are obtained in the form of a yellow oil. The yield is 23.5%. Reactants: IC=CC1=C(C=CC=C1)C1=CC(=CC=C1)C (2-(2-iodovinyl)-3'-methylbiphenyl), C(#C)C1=CC=C(C(=O)OC)C=C1 (methyl 4-ethynylbenzoate). The product is CC=1C=C(C=CC1)C1=C(C=CC=C1)C=CC#CC1=CC=C(C(=O)O)C=C1 (4-[4-(3'-Methylbiphenyl-2-yl)but-3-en-1-ynyl]benzoic acid). RXN SMILES: I[CH:2]=[CH:3][C:4]1[CH:9]=[CH:8][CH:7]=[CH:6][C:5]=1[C:10]1[CH:15]=[CH:14][CH:13]=[C:12]([CH3:16])[CH:11]=1.[C:17]([C:19]1[CH:28]=[CH:27][C:22]([C:23]([O:25]C)=[O:24])=[CH:21][CH:20]=1)#[CH:18]>>[CH3:16][C:12]1[CH:11]=[C:10]([C:5]2[CH:6]=[CH:7][CH:8]=[CH:9][C:4]=2[CH:3]=[CH:2][C:18]#[C:17][C:19]2[CH:28]=[CH:27][C:22]([C:23]([OH:25])=[O:24])=[CH:21][CH:20]=2)[CH:15]=[CH:14][CH:13]=1. Starting materials: Cc1cc(O)ncc1[N+](=O)[O-], ClCCCl, CN(C)C=O. Yields the product Cc1cc(Cl)ncc1[N+](=O)[O-]. As a reaction SMILES: [CH3:1][c:2]1[cH:3][c:4]([OH:11])[n:5][cH:6][c:7]1[N+:8](=[O:9])[O-:10].[Cl:12][CH2:13][CH2:14][Cl:15].[O:16]=[CH:17][N:18]([CH3:19])[CH3:20]>>[CH3:1][c:2]1[cH:3][c:4]([Cl:12])[n:5][cH:6][c:7]1[N+:8](=[O:9])[O-:10].